Dataset: the Open Reaction Database (ORD), a public repository of structured organic reaction records. Task: describe an organic reaction: reactants, conditions, products, and yield The reactants are CCOCC, ClCCl, Cl, O=C(O)N1CCC(c2ccccc2CO)CC1. Reaction SMILES: [CH3:18][CH2:19][O:20][CH2:21][CH3:22].[Cl:24][CH2:25][Cl:26].[ClH:23].[OH:1][CH2:2][c:3]1[c:4]([CH:9]2[CH2:10][CH2:11][N:12]([C:15]([OH:16])=[O:17])[CH2:13][CH2:14]2)[cH:5][cH:6][cH:7][cH:8]1>>[ClH:23].[OH:1][CH2:2][c:3]1[c:4]([CH:9]2[CH2:10][CH2:11][NH:12][CH2:13][CH2:14]2)[cH:5][cH:6][cH:7][cH:8]1. Product: Cl, OCc1ccccc1C1CCNCC1. Procedure: From 2,6-dichlorobenzoic acid and 3-cyclopropyl-2-(2-(trifluoromethyl)pyridin-5-yl)propan-1-amine. LCMS (MH+): m/z=417.1, tR (minutes, Method F)=2.50 Yields the product ClC1=C(C(=O)NCC(CC2CC2)C=2C=CC(=NC2)C(F)(F)F)C(=CC=C1)Cl (2,6-dichloro-N-(3-cyclopropyl-2-(2-(trifluoromethyl)pyridin-5-yl)propyl)benzamide). The reactants are ClC1=C(C(=O)O)C(=CC=C1)Cl (2,6-dichlorobenzoic acid), C1(CC1)CC(CN)C=1C=CC(=NC1)C(F)(F)F (3-cyclopropyl-2-(2-(trifluoromethyl)pyridin-5-yl)propan-1-amine). As a reaction SMILES: [Cl:1][C:2]1[CH:10]=[CH:9][CH:8]=[C:7]([Cl:11])[C:3]=1[C:4]([OH:6])=O.[CH:12]1([CH2:15][CH:16]([C:19]2[CH:20]=[CH:21][C:22]([C:25]([F:28])([F:27])[F:26])=[N:23][CH:24]=2)[CH2:17][NH2:18])[CH2:14][CH2:13]1>>[Cl:11][C:7]1[CH:8]=[CH:9][CH:10]=[C:2]([Cl:1])[C:3]=1[C:4]([NH:18][CH2:17][CH:16]([C:19]1[CH:20]=[CH:21][C:22]([C:25]([F:28])([F:26])[F:27])=[N:23][CH:24]=1)[CH2:15][CH:12]1[CH2:13][CH2:14]1)=[O:6]. Reactants: ( III ), ClC=1C2=C(NC(C1C#N)=O)SC=C2 (4-chloro-6-oxo-6,7-dihydro-thieno[2,3-b]pyridine-5-carbonitrile), ( 50 ), carbonitrile, O1C=CC=C1 (furan), O1C(=CC=C1)N1CCNCC1 (1-(2-furyl)-piperazine). Yields the product O1C(=CC=C1)C(=O)N1CCN(CC1)C=1C2=C(NC(C1C#N)=O)SC=C2 (4-[4-(furan-2-carbonyl)-piperazin-1-yl]-6-oxo-6,7-dihydro-thieno[2,3-b]-pyridine-5-carbonitrile). As a reaction SMILES: [O:1]1[CH:5]=[CH:4][CH:3]=[CH:2]1.Cl[C:7]1[C:8]2[CH:18]=[CH:17][S:16][C:9]=2[NH:10][C:11](=[O:15])[C:12]=1[C:13]#[N:14].[O:19]1C=CC=[C:20]1[N:24]1[CH2:29][CH2:28][NH:27][CH2:26][CH2:25]1>>[O:1]1[CH:5]=[CH:4][CH:3]=[C:2]1[C:20]([N:24]1[CH2:29][CH2:28][N:27]([C:7]2[C:8]3[CH:18]=[CH:17][S:16][C:9]=3[NH:10][C:11](=[O:15])[C:12]=2[C:13]#[N:14])[CH2:26][CH2:25]1)=[O:19]. Procedure details: To yield compounds of structure (III) wherein R2 is carbonitrile, R3 is furan, and R1 is as defined above, intermediate 4-chloro-6-oxo-6,7-dihydro-thieno[2,3-b]pyridine-5-carbonitrile, depicted by formula (50), was reacted with 1-(2-furyl)-piperazine to yield 4-[4-(furan-2-carbonyl)-piperazin-1-yl]-6-oxo-6,7-dihydro-thieno[2,3-b]-pyridine-5-carbonitrile, depicted by formula (52). This intermediate was either reacted with an appropriate halide (R1—X) or boronic acid (R1—B(OH)2) to yield target co... Starting materials: C1CCOC1, CC(C)[N-]C(C)C, Cn1cnc2ccc(Cl)cc21, ICCI, [Li+], O. Yields the product Cn1c(I)nc2ccc(Cl)cc21. RXN SMILES: [CH2:25]1[O:26][CH2:27][CH2:28][CH2:29]1.[CH3:13][CH:14]([N-:15][CH:16]([CH3:17])[CH3:18])[CH3:19].[Cl:1][c:2]1[cH:3][cH:4][c:5]2[c:6]([n:7]([CH3:10])[cH:8][n:9]2)[cH:11]1.[I:20][CH2:21][CH2:22][I:23].[Li+:12].[OH2:24]>>[Cl:1][c:2]1[cH:3][cH:4][c:5]2[c:6]([n:7]([CH3:10])[c:8]([I:20])[n:9]2)[cH:11]1. Starting materials: c1ccc(Cn2nc(-c3cccc(C4OCCCO4)n3)c3ccccc32)cc1, CC(=O)O, CC(C)=O, O. Product: O=Cc1cccc(-c2nn(Cc3ccccc3)c3ccccc23)n1. Reaction SMILES: [CH2:1]([c:2]1[cH:3][cH:4][cH:5][cH:6][cH:7]1)[n:8]1[n:9][c:10](-[c:17]2[n:18][c:19]([CH:23]3[O:24][CH2:28][CH2:27][CH2:26][O:25]3)[cH:20][cH:21][cH:22]2)[c:11]2[cH:12][cH:13][cH:14][cH:15][c:16]12.[CH3:29][C:30](=[O:31])[OH:32].[CH3:34][C:35](=[O:36])[CH3:37].[OH2:33]>>[CH2:1]([c:2]1[cH:3][cH:4][cH:5][cH:6][cH:7]1)[n:8]1[n:9][c:10](-[c:17]2[n:18][c:19]([CH:23]=[O:24])[cH:20][cH:21][cH:22]2)[c:11]2[cH:12][cH:13][cH:14][cH:15][c:16]12.